Dataset: the Open Reaction Database (ORD), a public repository of structured organic reaction records. Task: describe an organic reaction: reactants, conditions, products, and yield The reactants are CC(=O)OC(C)=O, CN(C)c1ccccn1, ClCCl, O=C(O)CCCCCCC(O)c1ccccc1, c1ccncc1. Product: CC(=O)OC(CCCCCCC(=O)O)c1ccccc1. As a reaction SMILES: [CH3:18][C:19](=[O:20])[O:21][C:22](=[O:23])[CH3:24].[CH3:31][N:32]([c:33]1[cH:34][cH:35][cH:36][cH:37][n:38]1)[CH3:39].[Cl:40][CH2:41][Cl:42].[OH:1][CH:2]([CH2:3][CH2:4][CH2:5][CH2:6][CH2:7][CH2:8][C:9](=[O:10])[OH:11])[c:12]1[cH:13][cH:14][cH:15][cH:16][cH:17]1.[cH:25]1[cH:26][cH:27][n:28][cH:29][cH:30]1>>[O:1]([CH:2]([CH2:3][CH2:4][CH2:5][CH2:6][CH2:7][CH2:8][C:9](=[O:10])[OH:11])[c:12]1[cH:13][cH:14][cH:15][cH:16][cH:17]1)[C:19]([CH3:18])=[O:20].